Dataset: the Open Reaction Database (ORD), a public repository of structured organic reaction records. Task: describe an organic reaction: reactants, conditions, products, and yield Yields the product CC1(c2cc(Br)ccc2F)COCC(N)=N1. Reaction SMILES: [Br:1][c:2]1[cH:3][cH:4][c:5]([F:16])[c:6]([C:8]2([CH3:15])[NH:9][C:10](=[S:14])[CH2:11][O:12][CH2:13]2)[cH:7]1.[C:18]([O:19][OH:20])([CH3:21])([CH3:22])[CH3:23].[CH3:24][OH:25].[NH3:17].[OH2:26]>>[Br:1][c:2]1[cH:3][cH:4][c:5]([F:16])[c:6]([C:8]2([CH3:15])[N:9]=[C:10]([NH2:17])[CH2:11][O:12][CH2:13]2)[cH:7]1. The reactants are CC1(c2cc(Br)ccc2F)COCC(=S)N1, CC(C)(C)OO, CO, N, O. Reactants: CCOC=C(C(=O)OCC)C(=O)OCC, Cc1ncc([N+](=O)[O-])n1C, Cl, [H][H], [Na+], C1COCCO1, [OH-]. The product is CCOC(=O)C(=CNc1cnc(C)n1C)C(=O)OCC. As a reaction SMILES: [CH2:11]([O:12][CH:14]=[C:15]([C:16](=[O:17])[O:18][CH2:19][CH3:20])[C:21](=[O:22])[O:23][CH2:24][CH3:25])[CH3:13].[CH3:1][n:2]1[c:3]([CH3:10])[n:4][cH:5][c:6]1[N+:7]([O-:8])=[O:9].[ClH:36].[H:26][H:27].[Na+:29].[O:30]1[CH2:31][CH2:32][O:33][CH2:34][CH2:35]1.[OH-:28]>>[CH3:1][n:2]1[c:3]([CH3:10])[n:4][cH:5][c:6]1[NH:7][CH:14]=[C:15]([C:16](=[O:17])[O:18][CH2:19][CH3:20])[C:21](=[O:22])[O:23][CH2:24][CH3:25]. Reactants: C(C=C)N1C[C@@]2(N=C(SC[C@@H]2C1)NC(C1=CC=CC=C1)=O)C1=CC(=CC=C1)Br (N-[(4aR,7aS)-6-allyl-7a-(3-bromophenyl)-4,4a,5,7-tetrahydropyrrolo[3,4-d][1,3]thiazin-2-yl]benzamide), N,N-dimethylbarbituric acid. The reagents and catalysts are C=1C=CC(=CC1)[P](C=2C=CC=CC2)(C=3C=CC=CC3)[Pd]([P](C=4C=CC=CC4)(C=5C=CC=CC5)C=6C=CC=CC6)([P](C=7C=CC=CC7)(C=8C=CC=CC8)C=9C=CC=CC9)[P](C=1C=CC=CC1)(C=1C=CC=CC1)C=1C=CC=CC1 (tetrakis(triphenylphosphine)palladium). Run in C(Cl)(Cl)Cl (chloroform). Run at time 2 hour. Product: BrC=1C=C(C=CC1)[C@@]12N=C(SC[C@@H]1CNC2)NC(C2=CC=CC=C2)=O (N-[(4aR,7aS)-7a-(3-Bromophenyl)-4a,5,6,7-tetrahydro-4H-pyrrolo[3,4-d][1,3]thiazin-2-yl]benzamide). RXN SMILES: C([N:4]1[CH2:12][C@@H:11]2[C@@:6]([C:22]3[CH:27]=[CH:26][CH:25]=[C:24]([Br:28])[CH:23]=3)([N:7]=[C:8]([NH:13][C:14](=[O:21])[C:15]3[CH:20]=[CH:19][CH:18]=[CH:17][CH:16]=3)[S:9][CH2:10]2)[CH2:5]1)C=C>C(Cl)(Cl)Cl.C1C=CC([P]([Pd]([P](C2C=CC=CC=2)(C2C=CC=CC=2)C2C=CC=CC=2)([P](C2C=CC=CC=2)(C2C=CC=CC=2)C2C=CC=CC=2)[P](C2C=CC=CC=2)(C2C=CC=CC=2)C2C=CC=CC=2)(C2C=CC=CC=2)C2C=CC=CC=2)=CC=1>[Br:28][C:24]1[CH:23]=[C:22]([C@:6]23[CH2:5][NH:4][CH2:12][C@H:11]2[CH2:10][S:9][C:8]([NH:13][C:14](=[O:21])[C:15]2[CH:16]=[CH:17][CH:18]=[CH:19][CH:20]=2)=[N:7]3)[CH:27]=[CH:26][CH:25]=1 |^1:36,38,57,76|. Procedure: In a separate flask, a mixture of N-[(4aR,7aS)-6-allyl-7a-(3-bromophenyl)-4,4a,5,7-tetrahydropyrrolo[3,4-d][1,3]thiazin-2-yl]benzamide (22.2 g, 48.6 mmol) and N,N-dimethylbarbituric acid (19.28 g, 121.6 mmol) in chloroform (486 mL) is degassed by bubbling nitrogen through the resulting slurry at RT for 5 min. The mixture is treated with tetrakis(triphenylphosphine)palladium (5.79 g, 4.86 mmol) and is stirred for 2 hours under nitrogen. Starting materials: CNC(=O)C(C(C)C)n1ccc2c([N+](=O)[O-])cccc2c1=O, CO, [Pd]. Yields the product CNC(=O)C(C(C)C)n1ccc2c(N)cccc2c1=O. As a reaction SMILES: [CH3:1][CH:2]([CH:3]([C:4](=[O:5])[NH:6][CH3:7])[n:8]1[c:9](=[O:21])[c:10]2[cH:11][cH:12][cH:13][c:14]([N+:18]([O-:19])=[O:20])[c:15]2[cH:16][cH:17]1)[CH3:22].[CH3:23][OH:24].[Pd:25]>>[CH3:1][CH:2]([CH:3]([C:4](=[O:5])[NH:6][CH3:7])[n:8]1[c:9](=[O:21])[c:10]2[cH:11][cH:12][cH:13][c:14]([NH2:18])[c:15]2[cH:16][cH:17]1)[CH3:22]. Starting materials: N[C@@H]1[C@@H](CCCC1)NC(C1=C(C=C(C=C1C(F)(F)F)C(F)(F)F)OC)=O (cis-N-(2-Amino-cyclohexyl)-2-methoxy-4,6-bis-trifluoromethyl-benzamide), N[C@@H]1[C@@H](CCCC1)NC(C1=C(C=C(C=C1C(F)(F)F)C(F)(F)F)OC)=O (cis-N-(2-Amino-cyclohexyl)-2-methoxy-4,6-bis-trifluoromethyl-benzamide), BrCCCBr (1,3-dibromopropane). Yields the product N1(CCC1)[C@@H]1[C@@H](CCCC1)NC(C1=C(C=C(C=C1C(F)(F)F)C(F)(F)F)OC)=O (cis-N-(2-Azetidin-1-yl-cyclohexyl)-2-methoxy-4,6-bis-trifluoromethyl-benzamide). As a reaction SMILES: [NH2:1][C@H:2]1[CH2:7][CH2:6][CH2:5][CH2:4][C@H:3]1[NH:8][C:9](=[O:26])[C:10]1[C:15]([C:16]([F:19])([F:18])[F:17])=[CH:14][C:13]([C:20]([F:23])([F:22])[F:21])=[CH:12][C:11]=1[O:24][CH3:25].Br[CH2:28][CH2:29][CH2:30]Br>>[N:1]1([C@H:2]2[CH2:7][CH2:6][CH2:5][CH2:4][C@H:3]2[NH:8][C:9](=[O:26])[C:10]2[C:15]([C:16]([F:19])([F:18])[F:17])=[CH:14][C:13]([C:20]([F:21])([F:22])[F:23])=[CH:12][C:11]=2[O:24][CH3:25])[CH2:30][CH2:29][CH2:28]1. Procedure details: The title compound, light yellow solid, MS: m/e=425.2 [(M+H)+], was prepared in accordance with the general method of example 10 from cis-N-(2-amino-cyclohexyl)-2-methoxy-4,6-bis-trifluoromethyl-benzamide (intermediate H) and 1,3-dibromopropane. Starting materials: C(C)OC(CC1C2=C(B(O1)O)C=C(C=C2CN=[N+]=[N-])O)=O ((4-azidomethyl-1,6-dihydroxy-1,3-dihydro-benzo[c][1,2]oxaborol-3-yl)-acetic acid ethyl ester), Cl (HCl). Reagents/catalysts: [Pd] (Pd/C). The solvent is C1CCOC1.O (THF water). Reaction conditions: time 8 hour. Yields the product NCC1=CC(=CC=2B(OC(C21)CC(=O)O)O)O ((4-Aminomethyl-1,6-dihydroxy-1,3-dihydro-benzo[c][1,2]oxaborol-3-yl)-acetic acid). Isolated yield 16.4%. As a reaction SMILES: C([O:3][C:4](=[O:21])[CH2:5][CH:6]1[O:10][B:9]([OH:11])[C:8]2[CH:12]=[C:13]([OH:20])[CH:14]=[C:15]([CH2:16][N:17]=[N+]=[N-])[C:7]1=2)C.Cl>C1COCC1.O.[Pd]>[NH2:17][CH2:16][C:15]1[C:7]2[CH:6]([CH2:5][C:4]([OH:21])=[O:3])[O:10][B:9]([OH:11])[C:8]=2[CH:12]=[C:13]([OH:20])[CH:14]=1 |f:2.3|. Procedure: To a solution of (4-azidomethyl-1,6-dihydroxy-1,3-dihydro-benzo[c][1,2]oxaborol-3-yl)-acetic acid ethyl ester (15 mg) in THF/water (2:1, 1 mL) was added 10% Pd/C (5 mg), and a drop of 1N HCl. The reaction was degassed and stirred under hydrogen overnight and filtered off. The filtrate was purified by HPLC, yielded 2 mg of product. MS (ESI) m/z: 237.9 [M+1]+; 1H NMR (300 MHz, CD3OD) δ 8.25 (s, 3H), 7.06 (d, 1H), 6.98 (d, 1H), 8.20 (s, 1H), 5.68 (dd, 1H), 4.17 (s, 2H), 3.67 (s, 1H), 2.99-3.04 (m, ... The reactants are CCC(C)(C)O, COC(C)(C)C, CCCCOC(CCl)OCCCC, [K+], [OH-]. Yields the product C=C(OCCCC)OCCCC. As a reaction SMILES: [CH3:14][C:15]([OH:16])([CH2:17][CH3:18])[CH3:19].[CH3:22][O:23][C:24]([CH3:25])([CH3:26])[CH3:27].[Cl:1][CH2:2][CH:3]([O:4][CH2:5][CH2:6][CH2:7][CH3:8])[O:9][CH2:10][CH2:11][CH2:12][CH3:13].[K+:21].[OH-:20]>>[CH2:2]=[C:3]([O:4][CH2:5][CH2:6][CH2:7][CH3:8])[O:9][CH2:10][CH2:11][CH2:12][CH3:13]. Starting materials: COc1ccc(C=O)cc1Br, OB(O)c1cccs1, COc1cc(OC)c(-c2cc3ccccc3s2)cc1C=O. Yields the product COc1ccc(C=O)cc1-c1cccs1. RXN SMILES: [Br:1][c:2]1[cH:3][c:4]([CH:5]=[O:6])[cH:7][cH:8][c:9]1[O:10][CH3:11].[s:12]1[c:13]([B:17]([OH:18])[OH:19])[cH:14][cH:15][cH:16]1.[s:20]1[c:21](-[c:22]2[c:23]([O:24][CH3:25])[cH:26][c:27]([O:28][CH3:29])[c:30]([CH:32]=[O:33])[cH:31]2)[cH:34][c:35]2[cH:36][cH:37][cH:38][cH:39][c:40]12>>[c:2]1(-[c:13]2[s:12][cH:16][cH:15][cH:14]2)[cH:3][c:4]([CH:5]=[O:6])[cH:7][cH:8][c:9]1[O:10][CH3:11]. Starting materials: BrC=1C(=NOC1NS(=O)(=O)C1=C(SC=C1)C(=O)NC1=CC(=CC=C1)OC)C (N-(4-Bromo-3-methyl-5-isoxazolyl)-2-[N-(3-methoxyphenyl)aminocarbonyl]thiophene-3-sulfonamide). The solvent is C1CCOC1 (THF), C1CCOC1 (THF). Yields the product BrC=1C(=NOC1NS(=O)(=O)C1=C(SC=C1)CNC1=CC(=CC=C1)OC)C (N-(4-bromo-3-methyl-5-isoxazolyl)-2-[(3-methoxyphenyl)aminomethyl]thiophene-3-sulfonamide). Yield: 11.6%. As a reaction SMILES: [Br:1][C:2]1[C:3]([CH3:27])=[N:4][O:5][C:6]=1[NH:7][S:8]([C:11]1[CH:15]=[CH:14][S:13][C:12]=1[C:16]([NH:18][C:19]1[CH:24]=[CH:23][CH:22]=[C:21]([O:25][CH3:26])[CH:20]=1)=O)(=[O:10])=[O:9]>C1COCC1>[Br:1][C:2]1[C:3]([CH3:27])=[N:4][O:5][C:6]=1[NH:7][S:8]([C:11]1[CH:15]=[CH:14][S:13][C:12]=1[CH2:16][NH:18][C:19]1[CH:24]=[CH:23][CH:22]=[C:21]([O:25][CH3:26])[CH:20]=1)(=[O:10])=[O:9]. Procedure: BH3 THF (15 ml, 1 M in THF) was added to a solution of N-(4-bromo-3-methyl-5-isoxazolyl)-2-[N-(3-methoxyphenyl)aminocarbonyl]thiophene-3-sulfonamide (Example 22) (1.0 g, 2.12 mmol) in dry THF (15 ml). The mixture was refluxed for 8 hours and cooled. THF was evaporated on a rotavap and MeOH was added to the residue. The resulting solution was concentrated. The final residue was purified by HPLC to give N-(4-bromo-3-methyl-5-isoxazolyl)-2-[(3-methoxyphenyl)aminomethyl]thiophene-3-sulfonamide (113 ...